From a dataset of the Open Reaction Database (ORD), a public repository of structured organic reaction records. describe an organic reaction: reactants, conditions, products, and yield Starting materials: Cc1c(CC#N)cccc1NS(C)(=O)=O, CC(C)C[Al+]CC(C)C, CO, [H-], C1CCOC1. The product is Cc1c(CC=O)cccc1NS(C)(=O)=O. As a reaction SMILES: [C:1](#[N:2])[CH2:3][c:4]1[c:5]([CH3:15])[c:6]([NH:10][S:11](=[O:12])(=[O:13])[CH3:14])[cH:7][cH:8][cH:9]1.[CH2:17]([Al+:18][CH2:19][CH:20]([CH3:21])[CH3:22])[CH:23]([CH3:24])[CH3:25].[CH3:26][OH:27].[H-:16].[O:28]1[CH2:29][CH2:30][CH2:31][CH2:32]1>>[CH:1]([CH2:3][c:4]1[c:5]([CH3:15])[c:6]([NH:10][S:11](=[O:12])(=[O:13])[CH3:14])[cH:7][cH:8][cH:9]1)=[O:27].